This data is from the Open Reaction Database (ORD), a public repository of structured organic reaction records. The task is: describe an organic reaction: reactants, conditions, products, and yield The reactants are O (H2O), CC1=NC(=C(C=C1CC#N)CC=1SC2=C(N1)C(=C(C=C2F)F)F)C (2,6-dimethyl-5-(4,5,7-trifluorobenzothiazole-2-yl-methyl)-pyridin-3-yl-acetonitrile), C(=O)(O)[O-].[Na+] (NaHCO3). The solvent is Cl (hydrochloric acid). Conditions: time 8 hour. Product: CC1=NC(=C(C=C1CC(=O)O)CC=1SC2=C(N1)C(=C(C=C2F)F)F)C (2,6-Dimethyl-5-(4,5,7-trifluoro-benzothiazole-2-ylmethyl)-pyridin-3-yl-acetic acid). Isolated yield 75.0%. Reaction SMILES: [CH3:1][C:2]1[C:7]([CH2:8]C#N)=[CH:6][C:5]([CH2:11][C:12]2[S:13][C:14]3[C:20]([F:21])=[CH:19][C:18]([F:22])=[C:17]([F:23])[C:15]=3[N:16]=2)=[C:4]([CH3:24])[N:3]=1.O.[C:26]([O-:29])(O)=[O:27].[Na+]>Cl>[CH3:1][C:2]1[C:7]([CH2:8][C:26]([OH:29])=[O:27])=[CH:6][C:5]([CH2:11][C:12]2[S:13][C:14]3[C:20]([F:21])=[CH:19][C:18]([F:22])=[C:17]([F:23])[C:15]=3[N:16]=2)=[C:4]([CH3:24])[N:3]=1 |f:2.3|. Reported procedure: A solution of 2,6-dimethyl-5-(4,5,7-trifluorobenzothiazole-2-yl-methyl)-pyridin-3-yl-acetonitrile (0.50 g, 1.43 mmol) in 50% hydrochloric acid (HCl) (8 ml, 0.2 M) under nitrogen is warmed (90° C. bath) and stirred overnight. The reaction mixture is added to H2O (20 mL) and brought to pH 5 with NaHCO3. The solids are filtered and the aqueous extracted with ethyl acetate (5×30 mL). The solid and extracts are combined and purified by reverse-phase HPLC (acetonitrile/water, 0.05% HCl)to give 2,6-Dim... Reactants: [Cl-].[NH4+] (ammonium chloride), C([O-])([O-])=O.[K+].[K+] (potassium carbonate), BrCC1=C(C=CC(=C1)F)F (2-bromomethyl-1,4-difluorobenzene), ClC1=CC=C(C=C1)S (4-chlorobenzenethiol). The solvent is O (water), CN(C=O)C (N,N-dimethylformamide). Reaction conditions: time 3 hour. Product: ClC1=CC=C(C=C1)SCC1=C(C=CC(=C1)F)F (2-[(4-Chlorophenyl)thiomethyl]-1,4-difluorobenzene). RXN SMILES: C(=O)([O-])[O-].[K+].[K+].Br[CH2:8][C:9]1[CH:14]=[C:13]([F:15])[CH:12]=[CH:11][C:10]=1[F:16].[Cl:17][C:18]1[CH:23]=[CH:22][C:21]([SH:24])=[CH:20][CH:19]=1.[Cl-].[NH4+]>CN(C)C=O.O>[Cl:17][C:18]1[CH:23]=[CH:22][C:21]([S:24][CH2:8][C:9]2[CH:14]=[C:13]([F:15])[CH:12]=[CH:11][C:10]=2[F:16])=[CH:20][CH:19]=1 |f:0.1.2,5.6|. Reported procedure: Process 2: After addition of potassium carbonate (4.00 g, 29.0 mmol) and 2-bromomethyl-1,4-difluorobenzene (5.00 g, 24.2 mmol) to a solution of 4-chlorobenzenethiol (3.86 g, 26.6 mmol) in N,N-dimethylformamide (120 ml), the mixture was stirred for 3 hours at room temperature. To the reaction mixture were added saturated ammonium chloride (50 ml) and water (20 ml), followed by extraction with diethyl ether. The extracts were combined, washed with water and brine, dried over MgSO4, and concentrate... Yields the product COC(C1=CC(C(=O)OC)=C(C=C1)NC(COC1=CC=C(C=C1)C12CC3CC(CC(C1)C3)C2)=O)=O (4-[2-(4-Adamantan-1-yl-phenoxy)acetyl-amino]-isophthalic acid dimethyl ester). Starting materials: C12(CC3CC(CC(C1)C3)C2)C2=CC=C(OCC(=O)O)C=C2 ((4-adamantan-1-yl-phenoxy)-acetic acid), COC(C1=CC(C(=O)OC)=C(C=C1)N)=O (4-aminoisophthalic acid dimethyl ester), C1=CC2=C(N=C1)N(N=N2)O (HOAt), CCN(C(C)C)C(C)C (DIPEA). Yield: 73.6%. As a reaction SMILES: [C:1]12([C:11]3[CH:21]=[CH:20][C:14]([O:15][CH2:16][C:17](O)=[O:18])=[CH:13][CH:12]=3)[CH2:10][CH:5]3[CH2:6][CH:7]([CH2:9][CH:3]([CH2:4]3)[CH2:2]1)[CH2:8]2.[CH3:22][O:23][C:24](=[O:36])[C:25]1[CH:34]=[CH:33][C:32]([NH2:35])=[C:27]([C:28]([O:30][CH3:31])=[O:29])[CH:26]=1.C1C=NC2N(O)N=NC=2C=1.CCN(C(C)C)C(C)C>CN(C=O)C>[CH3:22][O:23][C:24](=[O:36])[C:25]1[CH:34]=[CH:33][C:32]([NH:35][C:17](=[O:18])[CH2:16][O:15][C:14]2[CH:13]=[CH:12][C:11]([C:1]34[CH2:10][CH:5]5[CH2:4][CH:3]([CH2:9][CH:7]([CH2:6]5)[CH2:8]3)[CH2:2]4)=[CH:21][CH:20]=2)=[C:27]([C:28]([O:30][CH3:31])=[O:29])[CH:26]=1. The solvent is CN(C)C=O (DMF). Reaction conditions: time 8 hour. Procedure details: To a mixture of (4-adamantan-1-yl-phenoxy)-acetic acid (229 mg, 0.8 mmol) and 4-aminoisophthalic acid dimethyl ester (301 mg, 1.4 mmol) were dissolved in DMF (5 mL), and EDCHCl (140 mg, 0.75 mmol), HOAt (163 mg, 1.2 mmol) and DIPEA (0.21 ml, 1.2 mmol) was added. The mixture was stirred overnight, and then partitioned between ethyl acetate and brine. The organic phase was dried (MgSO4 anh), and concentrated. The residue was purified by silica gel column chromatography (CH2Cl2:MeOH=50:1) to give 4... Starting materials: [Li]CCCC, CC(C)=O, Cc1ccc(O)cn1, C1CCOC1. Yields the product CC(C)(O)Cc1ccc(O)cn1. Reaction SMILES: [CH2:9]([Li:10])[CH2:11][CH2:12][CH3:13].[CH3:14][C:15]([CH3:16])=[O:17].[CH3:1][c:2]1[cH:3][cH:4][c:5]([OH:8])[cH:6][n:7]1.[O:18]1[CH2:19][CH2:20][CH2:21][CH2:22]1>>[CH2:1]([c:2]1[cH:3][cH:4][c:5]([OH:8])[cH:6][n:7]1)[C:15]([CH3:14])([CH3:16])[OH:17]. Product: COC(NC1=NC=NC(=C1)CC1=CC2=CC=CC(=C2C=C1)C(NC1=CC(=C(C=C1)F)C(F)(F)F)=O)=O ({6-[5-(4-Fluoro-3-trifluoromethyl-phenylcarbamoyl)-naphthalen-2-ylmethyl]-pyrimidin-4-yl}carbamic acid methyl ester). RXN SMILES: Cl[C:2]([O:4][CH3:5])=[O:3].[F:6][C:7]1[CH:12]=[CH:11][C:10]([NH:13][C:14]([C:16]2[C:25]3[C:20](=[CH:21][C:22]([CH2:26][C:27]4[CH:32]=[C:31]([NH2:33])[N:30]=[CH:29][N:28]=4)=[CH:23][CH:24]=3)[CH:19]=[CH:18][CH:17]=2)=[O:15])=[CH:9][C:8]=1[C:34]([F:37])([F:36])[F:35]>C(Cl)Cl.N1C=CC=CC=1.CCOC(C)=O.O>[CH3:5][O:4][C:2](=[O:3])[NH:33][C:31]1[CH:32]=[C:27]([CH2:26][C:22]2[CH:23]=[CH:24][C:25]3[C:20](=[CH:19][CH:18]=[CH:17][C:16]=3[C:14](=[O:15])[NH:13][C:10]3[CH:11]=[CH:12][C:7]([F:6])=[C:8]([C:34]([F:37])([F:36])[F:35])[CH:9]=3)[CH:21]=2)[N:28]=[CH:29][N:30]=1. Procedure details: 0.4 ml (5 mMol) methyl chloroformate are added to a solution of 54 mg (0.123 mMol) 6-(6-amino-pyrimidin-4-ylmethyl)-naphthalene-1-carboxylic acid (4-fluoro-3-trifluoromethyl-phenyl)-amide in 1 ml CH2Cl2 and 1.5 ml pyridine. After 20 h, the solution is diluted with EtOAc and water, the aq. phase separated off and extracted twice with EtOAc. The organic layers are washed with water and brine, dried (Na2SO4) and concentrated. Chromatography (Combi Flash; CH2Cl2→CH2Cl2/MeOH 92:8) gives the title com... The reactants are ClC(=O)OC (methyl chloroformate), FC1=C(C=C(C=C1)NC(=O)C1=CC=CC2=CC(=CC=C12)CC1=NC=NC(=C1)N)C(F)(F)F (6-(6-amino-pyrimidin-4-ylmethyl)-naphthalene-1-carboxylic acid (4-fluoro-3-trifluoromethyl-phenyl)-amide). Run in C(Cl)Cl (CH2Cl2), N1=CC=CC=C1 (pyridine), CCOC(=O)C (EtOAc), O (water). Reaction conditions: time 20 hour.